From a dataset of the Open Reaction Database (ORD), a public repository of structured organic reaction records. describe an organic reaction: reactants, conditions, products, and yield Reactants: Cl.ClC=1C=CC(=C(C1)NC(=O)C=1N=CNC1C(=O)NC1=NC2=C(N1)C=CC(=C2)OC2CCNCC2)C (N4-(5-Chloro-2-methylphenyl)-N5-[5-(piperidin-4-yloxy)-1H-benzimidazol-2-yl]-1H-imidazole-4,5-dicarboxamide hydrochloride), Cl (hydrogen chloride). The solvent is O1CCOCC1 (1,4-dioxane). Yields the product ClC=1C=CC(=C(C1)NC(=O)C=1N=CNC1C(=O)NC1=NC2=C(N1)C=CC(=C2)OC2CCNCC2)C (N4-(5-chloro-2-methylphenyl)-N5-[5-(piperidin-4-yloxy)-1H-benzimidazol-2-yl]-1H-imidazole-4,5-dicarboxamide), hydrochloride salt. Isolated yield 61.0%. Reaction SMILES: Cl.[Cl:2][C:3]1[CH:4]=[CH:5][C:6]([CH3:36])=[C:7]([NH:9][C:10]([C:12]2[N:13]=[CH:14][NH:15][C:16]=2[C:17]([NH:19][C:20]2[NH:24][C:23]3[CH:25]=[CH:26][C:27]([O:29][CH:30]4[CH2:35][CH2:34][NH:33][CH2:32][CH2:31]4)=[CH:28][C:22]=3[N:21]=2)=[O:18])=[O:11])[CH:8]=1.Cl>O1CCOCC1>[Cl:2][C:3]1[CH:4]=[CH:5][C:6]([CH3:36])=[C:7]([NH:9][C:10]([C:12]2[N:13]=[CH:14][NH:15][C:16]=2[C:17]([NH:19][C:20]2[NH:24][C:23]3[CH:25]=[CH:26][C:27]([O:29][CH:30]4[CH2:35][CH2:34][NH:33][CH2:32][CH2:31]4)=[CH:28][C:22]=3[N:21]=2)=[O:18])=[O:11])[CH:8]=1 |f:0.1|. Procedure: N4-(5-Chloro-2-methylphenyl)-N5-[5-(piperidin-4-yloxy)-1H-benzimidazol-2-yl]-1H-imidazole-4,5-dicarboxamide hydrochloride was treated with 4M hydrogen chloride in 1,4-dioxane for 48 hours at room temperature to give N4-(5-chloro-2-methylphenyl)-N5-[5-(piperidin-4-yloxy)-1H-benzimidazol-2-yl]-1H-imidazole-4,5-dicarboxamide as its hydrochloride salt in 61% yield. 1H-NMR (400 MHz, DMSO-d6) δ 14.00 (br s, 1H), 11.95 (br s, 1H), 10.62 (br s, 1H), 9.23 (d, 2H), 8.30 (s, 1H), 7.78 (br s, 1H), 7.56 (d, ... The reactants are CC#N (CH3CN), CCCCCC (Hexane), CCOCC (ether), CS(=O)(=O)Cl (Methanesulfonyl chloride), N1(CCC1)C1=C(C(=NC(=C1)C1=C(C=CC=C1CC)CC)C)CO ([4-azetidin-1-yl-6-(2,6-diethyl-phenyl)-2-methyl-pyridin-3-yl]-methanol), TEA. Solvent: O (water), C(Cl)Cl (CH2Cl2). Reaction conditions: time 2 hour. Yields the product N1(CCC1)C1=C(C(=NC(=C1)C1=C(C=CC=C1CC)CC)C)CN([C@H]1CCCC2=CC=CC=C12)C ((S)-[4-azetidin-1-yl-6-(2,6-diethyl-phenyl)-2-methyl-pyridin-3-ylmethyl]-methyl-(1,2,3,4-tetrahydro-naphthalen-1-yl)-amine). Reaction SMILES: [CH3:1]S(Cl)(=O)=O.[N:6]1([C:10]2[CH:15]=[C:14]([C:16]3[C:21]([CH2:22][CH3:23])=[CH:20][CH:19]=[CH:18][C:17]=3[CH2:24][CH3:25])[N:13]=[C:12]([CH3:26])[C:11]=2[CH2:27]O)[CH2:9][CH2:8][CH2:7]1.[CH3:29][CH2:30][CH2:31][CH2:32][CH2:33][CH3:34].[CH3:35][CH2:36]OCC.[CH3:40][C:41]#[N:42]>C(Cl)Cl.O>[N:6]1([C:10]2[CH:15]=[C:14]([C:16]3[C:21]([CH2:22][CH3:23])=[CH:20][CH:19]=[CH:18][C:17]=3[CH2:24][CH3:25])[N:13]=[C:12]([CH3:26])[C:11]=2[CH2:27][N:42]([CH3:1])[C@@H:41]2[C:36]3[C:31](=[CH:32][CH:33]=[CH:34][CH:35]=3)[CH2:30][CH2:29][CH2:40]2)[CH2:9][CH2:8][CH2:7]1. Procedure details: Methanesulfonyl chloride (114 mg, 1 mmol) is added to a solution of [4-azetidin-1-yl-6-(2,6-diethyl-phenyl)-2-methyl-pyridin-3-yl]-methanol (150 mg, 0.5 mmol) and TEA (100 mg) in CH2Cl2 (2 mL). The resulting mixture is stirred at room temperature for 2 hours. The volatile material is removed in vacuo. A mixture of the resulting residue, K2CO3 (138 mg) and (S)-methyl-(1,2,3,4-tetrahydro-naphthalen-1-yl)-amine (240 mg) (prepared by the method given in Example 1) in CH3CN (4 mL) is stirred at room ... Reactants: COC(=O)C1=C(O)c2ccc3ccccc3c2S(=O)(=O)N1C, NC1N=C2CCSC=C2S1, Cc1ccccc1C. Reaction SMILES: [CH3:1][O:2][C:3](=[O:4])[C:5]1=[C:10]([OH:11])[c:9]2[c:8]([c:19]3[c:14]([cH:13][cH:12]2)[cH:15][cH:16][cH:17][cH:18]3)[S:7](=[O:20])(=[O:21])[N:6]1[CH3:22].[NH2:23][CH:24]1[S:25][C:26]2=[CH:32][S:31][CH2:30][CH2:29][C:27]2=[N:28]1.[c:33]1([CH3:34])[c:35]([CH3:36])[cH:37][cH:38][cH:39][cH:40]1>>[O:2]=[C:3]([C:5]1=[C:10]([OH:11])[c:9]2[c:8]([c:19]3[c:14]([cH:13][cH:12]2)[cH:15][cH:16][cH:17][cH:18]3)[S:7](=[O:20])(=[O:21])[N:6]1[CH3:22])[NH:23][CH:24]1[S:25][C:26]2=[CH:32][S:31][CH2:30][CH2:29][C:27]2=[N:28]1. Yields the product CN1C(C(=O)NC2N=C3CCSC=C3S2)=C(O)c2ccc3ccccc3c2S1(=O)=O. Starting materials: example 5 ( 1 ), NCC(C(=O)OC)C1(OCCO1)C (methyl 3-amino-2-(2-methyl-[1,3]dioxolan-2-yl)propionate), C1(=CC=CC=C1)/C=1/C(=O)OC(\C1)=O (phenylmaleic anhydride). Product: O=C1N(C(C=C1C1=CC=CC=C1)=O)CC(C(=O)OC)C1(OCCO1)C (Methyl 3-(2,5-dioxo-3-phenyl-2,5-dihydro-pyrrol-1-yl)-2-(2-methyl-[1,3]dioxolan-2-yl)propionate). Reaction SMILES: [NH2:1][CH2:2][CH:3]([C:8]1([CH3:13])[O:12][CH2:11][CH2:10][O:9]1)[C:4]([O:6][CH3:7])=[O:5].[C:14]1([C:20]2[C:21]([O:23][C:24](=O)[CH:25]=2)=[O:22])[CH:19]=[CH:18][CH:17]=[CH:16][CH:15]=1>>[O:22]=[C:21]1[C:20]([C:14]2[CH:19]=[CH:18][CH:17]=[CH:16][CH:15]=2)=[CH:25][C:24](=[O:23])[N:1]1[CH2:2][CH:3]([C:8]1([CH3:13])[O:9][CH2:10][CH2:11][O:12]1)[C:4]([O:6][CH3:7])=[O:5]. Reported procedure: Methyl 3-(2,5-dioxo-3-phenyl-2,5-dihydro-pyrrol-1-yl)-2-(2-methyl-[1,3]dioxolan-2-yl)propionate was prepared (1.0 g, 56%) in the same manner as described in the above example 5 (1) from methyl 3-amino-2-(2-methyl-[1,3]dioxolan-2-yl)propionate (1.00 g, 5.29 mmol) and phenylmaleic anhydride (1.10 g, 6.34 mmol), and the obtained product was identified with the following NMR data. Starting materials: Cc1cnc(N2CCNCC2)c(C)c1, CC1CN(c2ccc(C(=O)O)cc2)C(=O)O1, Cl. Product: Cc1cnc(N2CCN(C(=O)c3ccc(N4CC(C)OC4=O)cc3)CC2)c(C)c1. Reaction SMILES: [CH3:18][c:19]1[c:20]([N:26]2[CH2:27][CH2:28][NH:29][CH2:30][CH2:31]2)[n:21][cH:22][c:23]([CH3:25])[cH:24]1.[CH3:1][CH:2]1[CH2:3][N:4]([c:8]2[cH:9][cH:10][c:11]([C:12](=[O:13])[OH:14])[cH:15][cH:16]2)[C:5](=[O:7])[O:6]1.[ClH:17]>>[CH3:1][CH:2]1[CH2:3][N:4]([c:8]2[cH:9][cH:10][c:11]([C:12](=[O:14])[N:29]3[CH2:28][CH2:27][N:26]([c:20]4[c:19]([CH3:18])[cH:24][c:23]([CH3:25])[cH:22][n:21]4)[CH2:31][CH2:30]3)[cH:15][cH:16]2)[C:5](=[O:7])[O:6]1. Reactants: NC1=C(C=C(C(=O)OC)C=C1)I (methyl 4-amino-3-iodobenzoate), N(=O)[O-].[Na+] (sodium nitrite), [N-]=[N+]=[N-].[Na+] (Sodium azide). The solvent is C1CCOC1 (THF), Cl (hydrochloric acid), O (water). Conditions: time 30 minute. Product: N(=[N+]=[N-])C1=C(C=C(C(=O)O)C=C1)I (4-azido-3-iodobenzoic acid). The yield is 86.7%. As a reaction SMILES: [NH2:1][C:2]1[CH:11]=[CH:10][C:5]([C:6]([O:8]C)=[O:7])=[CH:4][C:3]=1[I:12].N([O-])=O.[Na+].[N-:17]=[N+:18]=[N-].[Na+]>C1COCC1.Cl.O>[N:1]([C:2]1[CH:11]=[CH:10][C:5]([C:6]([OH:8])=[O:7])=[CH:4][C:3]=1[I:12])=[N+:17]=[N-:18] |f:1.2,3.4|. Procedure: To a solution of methyl 4-amino-3-iodobenzoate (10.0 g, 36.1 mmol) in THF (200 ml), 1M hydrochloric acid (75 ml) and water (300 ml) was added sodium nitrite (2.5 g, 36.1 mmol) under ice-cooling, and the mixture was stirred for 30 min. Sodium azide (2.5 g, 36.1 mmol) was added to the reaction mixture, and the mixture was stirred at room temperature for 6 hr and extracted with ethyl acetate. The organic layer was washed with saturated brine and dried over magnesium sulfate, and the solvent was eva...